This data is from the Open Reaction Database (ORD), a public repository of structured organic reaction records. The task is: describe an organic reaction: reactants, conditions, products, and yield The reactants are BrC1=C(C(NC(=N1)C)=O)[N+](=O)[O-] (6-bromo-2-methyl-5-nitro-3H-pyrimidin-4-one), S1C=NC=2CCNCCC21 (5,6,7,8-tetrahydro-4H-thiazolo[4,5-d]azepine), C([O-])([O-])=O.[K+].[K+] (potassium carbonate). The solvent is CN(C=O)C (N,N-dimethylformamide). The product is CC1=NC(=C(C(N1)=O)[N+](=O)[O-])N1CCC2=C(CC1)SC=N2 (2-methyl-5-nitro-6-(4,5,7,8-tetrahydro-thiazolo[4,5-d]azepine-6-yl)-3H-pyrimidin-4-one). Reaction SMILES: Br[C:2]1[N:7]=[C:6]([CH3:8])[NH:5][C:4](=[O:9])[C:3]=1[N+:10]([O-:12])=[O:11].[S:13]1[C:22]2[CH2:21][CH2:20][NH:19][CH2:18][CH2:17][C:16]=2[N:15]=[CH:14]1.C(=O)([O-])[O-].[K+].[K+]>CN(C)C=O>[CH3:8][C:6]1[NH:5][C:4](=[O:9])[C:3]([N+:10]([O-:12])=[O:11])=[C:2]([N:19]2[CH2:20][CH2:21][C:22]3[S:13][CH:14]=[N:15][C:16]=3[CH2:17][CH2:18]2)[N:7]=1 |f:2.3.4|. Procedure: In analogy to the procedure described in example 1c 6-bromo-2-methyl-5-nitro-3H-pyrimidin-4-one (example 1a) was treated with the 5,6,7,8-tetrahydro-4H-thiazolo[4,5-d]azepine in N,N-dimethylformamide in the presence of potassium carbonate at room temperature to yield the 2-methyl-5-nitro-6-(4,5,7,8-tetrahydro-thiazolo[4,5-d]azepine-6-yl)-3H-pyrimidin-4-one as yellow amorphous solid; MS: (M−H]−=306. Reactants: CC1(C=2C=CC(=CC2C(CC1)(C)C)S(=O)(=O)C1=CC=C(C(=O)OCC)C=C1)C (ethyl 4-(5,6,7,8-tetrahydro-5,5,8,8-tetramethyl-2-naphthylsulfonyl)benzoate), CC1(C=2C=CC(=CC2C(CC1)(C)C)S(=O)(=O)C1=CC=C(C(=O)OCC)C=C1)C (ethyl 4-(5,6,7,8-tetrahydro-5,5,8,8-tetramethyl-2-naphthylsulfonyl)benzoate), [Li+].[OH-] (LiOH), CO (MeOH). Solvent: O1CCCC1 (tetrahydrofuran). Reaction conditions: temperature 55 celsius. Yields the product CC1(C=2C=CC(=CC2C(CC1)(C)C)S(=O)(=O)C1=CC=C(C(=O)O)C=C1)C (4-(5,6,7,8-tetrahydro-5,5,8,8-tetramethyl-2-naphthylsulfonyl)benzoic acid). Isolated yield 93.4%. Reaction SMILES: [CH3:1][C:2]1([CH3:28])[CH2:11][CH2:10][C:9]([CH3:13])([CH3:12])[C:8]2[CH:7]=[C:6]([S:14]([C:17]3[CH:27]=[CH:26][C:20]([C:21]([O:23]CC)=[O:22])=[CH:19][CH:18]=3)(=[O:16])=[O:15])[CH:5]=[CH:4][C:3]1=2.[Li+].[OH-].CO>O1CCCC1>[CH3:1][C:2]1([CH3:28])[CH2:11][CH2:10][C:9]([CH3:12])([CH3:13])[C:8]2[CH:7]=[C:6]([S:14]([C:17]3[CH:18]=[CH:19][C:20]([C:21]([OH:23])=[O:22])=[CH:26][CH:27]=3)(=[O:16])=[O:15])[CH:5]=[CH:4][C:3]1=2 |f:1.2|. Procedure: To a solution of 95 mg (0.23 mmol) of ethyl 4-(5,6,7,8-tetrahydro-5,5,8,8-tetramethyl-2-naphthylsulfonyl)benzoate (Compound 4) in 4.0 mL of tetrahydrofuran was added 1.0 mL of LiOH (2.6N aqueous solution) and 1.4 mL of MeOH. The solution was heated at 55° C. for 2.5 h, cooled to room temperature and concentrated in vacuo. The residue was diluted with brine, acidified to pH=1 using 10% HCl and extracted with ether (2×). The combined organic layers were washed with brine, dried (MgSO4), filtered a... Starting materials: CCO, COc1cccc(C(O)C2CCOC2=O)c1. Product: COc1cccc(CC2CCOC2=O)c1. Reaction SMILES: [CH3:17][CH2:18][OH:19].[OH:1][CH:2]([CH:3]1[C:4](=[O:8])[O:5][CH2:6][CH2:7]1)[c:9]1[cH:10][c:11]([O:15][CH3:16])[cH:12][cH:13][cH:14]1>>[CH2:2]([CH:3]1[C:4](=[O:8])[O:5][CH2:6][CH2:7]1)[c:9]1[cH:10][c:11]([O:15][CH3:16])[cH:12][cH:13][cH:14]1. Starting materials: O=CO, N#Cc1cc(F)c(N)c(Br)c1F, O, O=[Pt]=O. Product: Nc1c(F)cc(C=O)c(F)c1Br. RXN SMILES: [CH:13](=[O:14])[OH:15].[NH2:1][c:2]1[c:3]([Br:12])[c:4]([F:11])[c:5]([C:6]#[N:7])[cH:8][c:9]1[F:10].[OH2:19].[Pt:16](=[O:17])=[O:18]>>[NH2:1][c:2]1[c:3]([Br:12])[c:4]([F:11])[c:5]([CH:6]=[O:14])[cH:8][c:9]1[F:10].